This data is from the Open Reaction Database (ORD), a public repository of structured organic reaction records. The task is: describe an organic reaction: reactants, conditions, products, and yield Reactants: N1C(NC=2C=NC=CC21)=O (1,3-dihydroimidazo[4,5-c]pyridin-2-one), N(=C=O)CCCCCC (1-isocyanatohexane), C1(=CC=CC=C1)C (toluene). Product: C(CCCCC)NC(=O)N1C(NC2=C1C=NC=C2C)=O (N-Hexyl-7-methyl-2-oxo-1,2-dihydroimidazo[4,5-c]pyridine-3-carboxamide). Reaction SMILES: [NH:1]1[C:9]2[CH:8]=[CH:7][N:6]=[CH:5][C:4]=2[NH:3][C:2]1=[O:10].[N:11]([CH2:14][CH2:15][CH2:16][CH2:17][CH2:18][CH3:19])=[C:12]=[O:13].[C:20]1(C)C=CC=CC=1>>[CH2:14]([NH:11][C:12]([N:3]1[C:4]2[CH:5]=[N:6][CH:7]=[C:8]([CH3:20])[C:9]=2[NH:1][C:2]1=[O:10])=[O:13])[CH2:15][CH2:16][CH2:17][CH2:18][CH3:19]. Procedure: Analogously to Example 1, 2 g (14.8 mmol) of 1,3-dihydroimidazo[4,5-c]pyridin-2-one and 1-isocyanatohexane (2.26 g, 17.76 mmol) were reacted in toluene. Yield: 43 mg (1%), M+H+: 263.19.